This data is from the Open Reaction Database (ORD), a public repository of structured organic reaction records. The task is: describe an organic reaction: reactants, conditions, products, and yield The reactants are Br, Br, CCOC(=O)C(CCCCC1CCNCC1)NC1CSc2ccccc2N(CC(=O)O)C1=O, CC(=O)O. The product is O=C(O)CN1C(=O)C(NC(CCCCC2CCNCC2)C(=O)O)CSc2ccccc21. Reaction SMILES: [BrH:1].[BrH:2].[CH2:3]([CH3:4])[O:5][C:6](=[O:7])[CH:8]([CH2:9][CH2:10][CH2:11][CH2:12][CH:13]1[CH2:14][CH2:15][NH:16][CH2:17][CH2:18]1)[NH:19][CH:20]1[CH2:21][S:22][c:23]2[c:24]([cH:32][cH:33][cH:34][cH:35]2)[N:25]([CH2:28][C:29](=[O:30])[OH:31])[C:26]1=[O:27].[CH3:36][C:37](=[O:38])[OH:39]>>[O:5]=[C:6]([OH:7])[CH:8]([CH2:9][CH2:10][CH2:11][CH2:12][CH:13]1[CH2:14][CH2:15][NH:16][CH2:17][CH2:18]1)[NH:19][CH:20]1[CH2:21][S:22][c:23]2[c:24]([cH:32][cH:33][cH:34][cH:35]2)[N:25]([CH2:28][C:29](=[O:30])[OH:31])[C:26]1=[O:27]. Reactants: BrCC1CC1, Oc1ccc2ccc3ccc(Br)cc3c2c1, O=C([O-])[O-], CC(C)=O, [I-], [K+], [K+], [K+], O. Product: Brc1ccc2ccc3ccc(OCC4CC4)cc3c2c1. Reaction SMILES: [Br:17][CH2:18][CH:19]1[CH2:20][CH2:21]1.[Br:1][c:2]1[cH:3][c:4]2[c:5]3[cH:6][c:7]([OH:16])[cH:8][cH:9][c:10]3[cH:11][cH:12][c:13]2[cH:14][cH:15]1.[C:22](=[O:23])([O-:24])[O-:25].[CH3:30][C:31](=[O:32])[CH3:33].[I-:29].[K+:26].[K+:27].[K+:28].[OH2:34]>>[Br:1][c:2]1[cH:3][c:4]2[c:5]3[cH:6][c:7]([O:16][CH2:18][CH:19]4[CH2:20][CH2:21]4)[cH:8][cH:9][c:10]3[cH:11][cH:12][c:13]2[cH:14][cH:15]1. The product is N=C(C1=C2CCN(CC2=CC=C1)C1=NC2=CC(=C(C=C2C(N1)=O)OC)OC)N1CCOCC1 (2-[5-(imino-morpholin-4-yl-methyl)-3,4-dihydro-1H-isoquinolin-2-yl]-6,7-dimethoxy-3H-quinazolin-4-one). RXN SMILES: Cl[C:2]1[NH:11][C:10](=[O:12])[C:9]2[C:4](=[CH:5][C:6]([O:15][CH3:16])=[C:7]([O:13][CH3:14])[CH:8]=2)[N:3]=1.[NH:17]=[C:18]([N:29]1[CH2:34][CH2:33][O:32][CH2:31][CH2:30]1)[C:19]1[CH:28]=[CH:27][CH:26]=[C:25]2[C:20]=1[CH2:21][CH2:22][NH:23][CH2:24]2>COC(O)C>[NH:17]=[C:18]([N:29]1[CH2:30][CH2:31][O:32][CH2:33][CH2:34]1)[C:19]1[CH:28]=[CH:27][CH:26]=[C:25]2[C:20]=1[CH2:21][CH2:22][N:23]([C:2]1[NH:11][C:10](=[O:12])[C:9]3[C:4](=[CH:5][C:6]([O:15][CH3:16])=[C:7]([O:13][CH3:14])[CH:8]=3)[N:3]=1)[CH2:24]2. Procedure details: A mixture of 2-chloro-6,7-dimethoxy-3H-quinazolin-4-one 1b(0.159 g, 0.62 mmol) and 5-(imino-morpholin-4-yl-methyl)-3,4-dihydro-1H-isoquinoline 28a (0.179 g, 0.69 mmol) in methoxyethanol (10 mL) was heated to 95° C. with stirring for 18 h. the volatiles were evaporated and the residue was purified by flash column eluting with 2% methanol in dichloromethane containing 0.2% of ammonium hydroxide to yield 50 mg of 2-[5-(imino-morpholin-4-yl-methyl)-3,4-dihydro-1H-isoquinolin-2-yl]-6,7-dimethoxy-3H-q... Reaction conditions: temperature 95 celsius, time 18 hour. The solvent is COC(C)O (methoxyethanol). Reactants: ClC1=NC2=CC(=C(C=C2C(N1)=O)OC)OC (2-chloro-6,7-dimethoxy-3H-quinazolin-4-one), N=C(C1=C2CCNCC2=CC=C1)N1CCOCC1 (5-(imino-morpholin-4-yl-methyl)-3,4-dihydro-1H-isoquinoline). Yield: 17.9%. Starting materials: OC=1C=C(C(=O)NC2=CC=CC=C2)C=CC1 (3-hydroxy-N-phenyl-benzamide), CN(C(=O)Cl)C1=CC=CC=C1 (N-methyl-N-phenylcarbamoyl chloride), crude product. Product: C1(=CC=CC=C1)NC(=O)C=1C=C(C=CC1)OC(N(C1=CC=CC=C1)C)=O (Methyl-phenyl-carbamic acid 3-phenylcarbamoyl-phenyl ester). RXN SMILES: [OH:1][C:2]1[CH:3]=[C:4]([CH:14]=[CH:15][CH:16]=1)[C:5]([NH:7][C:8]1[CH:13]=[CH:12][CH:11]=[CH:10][CH:9]=1)=[O:6].[CH3:17][N:18]([C:22]1[CH:27]=[CH:26][CH:25]=[CH:24][CH:23]=1)[C:19](Cl)=[O:20]>>[C:8]1([NH:7][C:5]([C:4]2[CH:3]=[C:2]([O:1][C:19](=[O:20])[N:18]([CH3:17])[C:22]3[CH:27]=[CH:26][CH:25]=[CH:24][CH:23]=3)[CH:16]=[CH:15][CH:14]=2)=[O:6])[CH:13]=[CH:12][CH:11]=[CH:10][CH:9]=1. Procedure details: The title product was prepared from 3-hydroxy-N-phenyl-benzamide and N-methyl-N-phenylcarbamoyl chloride. The crude product was subjected to preparative HPLC (54%, white solid). HPLC-MS: m/z=347.2 (M+1); Rt: 4.01 min. Run in CN1C(CCC1)=O (N-methypyrrolidone), CCN(C(C)C)C(C)C (DIEA), CN1C(CCC1)=O (N-methypyrrolidone). As a reaction SMILES: [C:1]([NH:9][CH:10]1[C:16](=[O:17])[N:15]2[CH:18]([C:22]([NH:24][CH:25]3[CH2:29][C:28](=[O:30])[O:27][CH:26]3[O:31]CC3C=CC=CC=3)=[O:23])[CH2:19][CH2:20][CH2:21][N:14]2[C:13](=[O:39])[CH2:12][CH2:11]1)(=[O:8])[C:2]1[CH:7]=[CH:6][CH:5]=[CH:4][CH:3]=1.C(Cl)(=O)C1C=CC=CC=1>CN1CCCC1=O.CCN(C(C)C)C(C)C>[C:1]([NH:9][CH:10]1[C:16](=[O:17])[N:15]2[CH:18]([C:22]([NH:24][CH:25]([CH:26]=[O:31])[CH2:29][C:28]([OH:30])=[O:27])=[O:23])[CH2:19][CH2:20][CH2:21][N:14]2[C:13](=[O:39])[CH2:12][CH2:11]1)(=[O:8])[C:2]1[CH:7]=[CH:6][CH:5]=[CH:4][CH:3]=1. The reactants are C(C1=CC=CC=C1)(=O)NC1CCC(N2N(C1=O)C(CCC2)C(=O)NC2C(OC(C2)=O)OCC2=CC=CC=C2)=O (9-Benzoylamino-6,10-dioxo-1,2,3,4,7,8,9,10-octahydro-N-(2-benzyloxy-5-oxotetrahydrofuran-3-yl)-6H-pyridazino[1,2-a][1,2]diazepine-1-carboxamide), resin 403, C(C1=CC=CC=C1)(=O)Cl (benzoyl chloride). The product is aldehyde, C(C1=CC=CC=C1)(=O)NC1CCC(N2N(C1=O)C(CCC2)C(=O)NC(CC(=O)O)C=O)=O (3-(9-Benzoylamino-6,10-dioxo-1,2,3,4,7,8,9,10-octahydro-6H-pyridazino[1,2-a][1,2]diazepine-1-carboxamido)-4-oxobutanoic acid). Procedure details: Method 2. Synthesis of 213e. Following a similar procedure as method 1, resin 403 was acylated with 0.5M benzoyl chloride in N-methypyrrolidone (1 mL) and 1.6M DIEA in N-methypyrrolidone (0.35 mL) for 2 hr at rt. The acylation step was repeated. Cleavage of the aldehyde from the resin gave 214e (5.1 mg, 30%). Yield: 30.0%. The reactants are CC1NCCC1(O)C(F)(F)F, N#Cc1ccc(F)cc1Cl, [Li+], [Li+], O=C([O-])[O-]. Yields the product CC1N(c2ccc(C#N)c(Cl)c2)CCC1(O)C(F)(F)F. As a reaction SMILES: [CH3:1][CH:2]1[NH:3][CH2:4][CH2:5][C:6]1([OH:7])[C:8]([F:9])([F:10])[F:11].[Cl:12][c:13]1[c:14]([C:15]#[N:16])[cH:17][cH:18][c:19]([F:21])[cH:20]1.[Li+:22].[Li+:23].[O-:24][C:25](=[O:26])[O-:27]>>[CH3:1][CH:2]1[N:3]([c:19]2[cH:18][cH:17][c:14]([C:15]#[N:16])[c:13]([Cl:12])[cH:20]2)[CH2:4][CH2:5][C:6]1([OH:7])[C:8]([F:9])([F:10])[F:11]. Starting materials: ice, COC=1C=C(C=CC1OC)CC(=O)O (3,4-dimethoxyphenylacetic acid), N,N-dimethylaminopyridine, N1CCC(CC1)CCO (4-piperidin-ethanol), Cl.CN(CCCN=C=NCC)C (N-(3-dimethylaminopropyl)-N′-ethylcarbodiimide hydrochloride). Solvent: ClCCl (dichloromethane). Conditions: time 5 hour. Yields the product COC=1C=C(C=CC1OC)CC(=O)N1CCC(CC1)CCO (2-(3,4-Dimethoxyphenyl)-1-[4-(2-hydroxyethyl)piperidin-1-yl]ethanone). Yield: 90.0%. Reaction SMILES: [CH3:1][O:2][C:3]1[CH:4]=[C:5]([CH2:11][C:12]([OH:14])=O)[CH:6]=[CH:7][C:8]=1[O:9][CH3:10].[NH:15]1[CH2:20][CH2:19][CH:18]([CH2:21][CH2:22][OH:23])[CH2:17][CH2:16]1.Cl.CN(C)CCCN=C=NCC>ClCCl>[CH3:1][O:2][C:3]1[CH:4]=[C:5]([CH2:11][C:12]([N:15]2[CH2:20][CH2:19][CH:18]([CH2:21][CH2:22][OH:23])[CH2:17][CH2:16]2)=[O:14])[CH:6]=[CH:7][C:8]=1[O:9][CH3:10] |f:2.3|. Procedure: To an ice-cold solution of 3,4-dimethoxyphenylacetic acid (7.60 g, 38.7 mmol), N,N-dimethylaminopyridine (DMAP; 11.4 g, 93 mmol), and 4-piperidin-ethanol (5 g, 39 mmol) in dry dichloromethane (DCM; 80 mL) was added N-(3-dimethylaminopropyl)-N′-ethylcarbodiimide hydrochloride (EDAC.HCl; 9.65 g, 50.3 mmol) in one portion. The cooling bath was removed and the reaction was allowed to warm to room temperature. After five hours, HPLC analysis revealed the 3,4-dimethoxyphenylacetic acid was consumed. T...